This data is from the Open Reaction Database (ORD), a public repository of structured organic reaction records. The task is: describe an organic reaction: reactants, conditions, products, and yield Reactants: ClCCC(C)(O)C1=CC=C(C=C1)C1=CC=C(C=C1)F (1-chloro-3-(4'-fluoro-4-biphenylyl)-butan-3-ol), [F-].[K+] (KF), C(CO)O (ethylene glycol). Run in C(COCCO)O (diethylene glycol). The product is FCCC(C)(O)C1=CC=C(C=C1)C1=CC=C(C=C1)F (1-fluoro-3-(4'-fluoro-4-biphenylyl)-butan-3-ol). As a reaction SMILES: Cl[CH2:2][CH2:3][C:4]([C:7]1[CH:12]=[CH:11][C:10]([C:13]2[CH:18]=[CH:17][C:16]([F:19])=[CH:15][CH:14]=2)=[CH:9][CH:8]=1)([OH:6])[CH3:5].[F-:20].[K+].C(O)CO>C(O)COCCO>[F:20][CH2:2][CH2:3][C:4]([C:7]1[CH:12]=[CH:11][C:10]([C:13]2[CH:18]=[CH:17][C:16]([F:19])=[CH:15][CH:14]=2)=[CH:9][CH:8]=1)([OH:6])[CH3:5] |f:1.2|. Reported procedure: A mixture of 27.9 g. of 1-chloro-3-(4'-fluoro-4-biphenylyl)-butan-3-ol, 8.7 g. of KF, 10 ml. of ethylene glycol and 5 ml. of diethylene glycol is heated to 140° - 150° for 8 hours. It is cooled and worked up in the customary manner and gives 1-fluoro-3-(4'-fluoro-4-biphenylyl)-butan-3-ol, m.p. 90° - 92°. Reactants: NC1=NC(=NS1)/C(/C(=O)N[C@H]1[C@@H]2N(C(=C(CS2)\C=C\C[N+](C)(CC)CC(N)=O)C(=O)[O-])C1=O)=N/OCF (7β-[2-(5-Amino-1,2,4-Thiadiazol-3-yl)-(Z)-2-Fluoromethoxyiminoacetamido]-3-[(E)-3-(Carbamoylmethylethylmethylammonio)-1-Propenyl]-3-Cephem-4-Carboxylate), FC(C(=O)O)(F)F (trifluoroacetic acid), C1(=CC=CC=C1)OC (anisole). The product is FC(C(=O)[O-])(F)F.C1(=CC=CC=C1)CC(=O)N[C@H]1[C@@H]2N(C(=C(CS2)\C=C\C[N+](C)(C)[C@H](C)C(N)=O)C(=O)O)C1=O (7β-(2-Phenylacetamido)-3-[(E)-3-[((R)-1-Carbamoylethyl)Dimethylammonio]-1-Propenyl]-3-Cephem-4-Carboxylate Trifluoroacetate). As a reaction SMILES: NC1SN=C(/[C:7](=N/OCF)/[C:8]([NH:10][C@@H:11]2[C:32](=[O:33])[N:13]3[C:14]([C:29]([O-:31])=[O:30])=[C:15](/[CH:18]=[CH:19]/[CH2:20][N+:21]([CH2:25][C:26](=[O:28])[NH2:27])([CH2:23]C)[CH3:22])[CH2:16][S:17][C@H:12]23)=[O:9])N=1.[F:38][C:39]([F:44])([F:43])[C:40]([OH:42])=[O:41].[C:45]1(OC)[CH:50]=[CH:49][CH:48]=[CH:47][CH:46]=1>>[F:38][C:39]([F:44])([F:43])[C:40]([O-:42])=[O:41].[C:45]1([CH2:7][C:8]([NH:10][C@@H:11]2[C:32](=[O:33])[N:13]3[C:14]([C:29]([OH:31])=[O:30])=[C:15](/[CH:18]=[CH:19]/[CH2:20][N+:21]([C@@H:25]([C:26](=[O:28])[NH2:27])[CH3:39])([CH3:22])[CH3:23])[CH2:16][S:17][C@H:12]23)=[O:9])[CH:46]=[CH:47][CH:48]=[CH:49][CH:50]=1 |f:3.4|. Procedure details: In a similar manner as in Example 5, the compound (34.5 g) of Example 14 was suspended in anisole (210 ml), followed by an addition of trifluoroacetic acid (230 ml) to obtain the target compound (25.9 g). Starting materials: Cl (HCl), Na2S.9H2O, NC1=C(CO)C=CC=C1N (2,3-Diaminobenzyl alcohol), C(C)(=O)O (Acetic acid), [N+](=O)([O-])C1=C(C=O)C=CC=C1 (2-nitro-benzaldehyde). The reagents and catalysts are CC(=O)[O-].CC(=O)[O-].[Cu+2].O (Cu(OAc)2.H2O). Solvent: O (water), CCO (EtOH), CO.O (MeOH H2O), CO (MeOH), O (water). Run at time 3 hour. The product is OCC1=CC=CC=2N=C(NC21)C2=C(C=CC=C2)[N+](=O)[O-] (4-hydroxymethyl-2-(2-nitrophenyl)-benzimidazole). Yield: 82.4%. As a reaction SMILES: [NH2:1][C:2]1[C:9]([NH2:10])=[CH:8][CH:7]=[CH:6][C:3]=1[CH2:4][OH:5].C(O)(=O)C.[N+:15]([C:18]1[CH:25]=[CH:24][CH:23]=[CH:22][C:19]=1[CH:20]=O)([O-:17])=[O:16].Cl>CO.O.CO.O.CCO.CC([O-])=O.CC([O-])=O.[Cu+2].O>[OH:5][CH2:4][C:3]1[C:2]2[NH:1][C:20]([C:19]3[CH:22]=[CH:23][CH:24]=[CH:25][C:18]=3[N+:15]([O-:17])=[O:16])=[N:10][C:9]=2[CH:8]=[CH:7][CH:6]=1 |f:4.5,9.10.11.12|. Reported procedure: 2,3-Diaminobenzyl alcohol 2 (3.45 g, 25 mmol) was dissolved in a MeOH/H2O mixture (200 mL, v/v=1:1). Acetic acid (3 mL), 2-nitro-benzaldehyde (5.3 g, 35 mmol) in MeOH (50 mL) and Cu(OAc)2.H2O (7.0 g, 35 mmol) in water (100 mL), were added sequentially to the stirring solution. It was then heated to reflux under vigorous stirring for 3 hr, after which a pale yellow precipitate was formed. The mixture was filtered hot and then washed with water to afford a gray-yellow solid. The precipitate was re... Starting materials: C(C1=CC=CC=C1)(C1=CC=CC=C1)(C1=CC=CC=C1)NC=1SC=C(N1)C(C(=O)N[C@H]1[C@H]2CSC(=C(N2C1=O)C(=O)OC(C)(C)C)\C=C\CN1C(=NC=C1)C)=NOC ((6S,7S) 1,1-dimethylethyl 7-[2-(2-tritylaminothiazol-4-yl)-2-methoxyimino-acetamido]-3-[3-(2-methylimidazol-1-yl)-1-(E)-propenyl]-8-oxo-4-thia-1-azabicyclo[4,2,0]oct-2-en-2-carboxylate). Run in C(=O)O (formic acid). Yields the product NC=1SC=C(N1)C(C(=O)N[C@H]1[C@H]2CSC(=C(N2C1=O)C(=O)O)\C=C\CN1C(=NC=C1)C)=NOC ((6S,7S) 7-[2-(2-aminothiazol-4-yl)-2-methoxyimino-acetamido]-3-[3-(2-methyl-1H-imidazol-1-yl)1-(E)-propenyl]-8-oxo-4-thia-1-azabicyclo[4,2,0]oct-2-en-2-carboxylic acid). Reaction SMILES: C([NH:20][C:21]1[S:22][CH:23]=[C:24]([C:26](=[N:55][O:56][CH3:57])[C:27]([NH:29][C@@H:30]2[C:37](=[O:38])[N:36]3[C@@H:31]2[CH2:32][S:33][C:34](/[CH:46]=[CH:47]/[CH2:48][N:49]2[CH:53]=[CH:52][N:51]=[C:50]2[CH3:54])=[C:35]3[C:39]([O:41]C(C)(C)C)=[O:40])=[O:28])[N:25]=1)(C1C=CC=CC=1)(C1C=CC=CC=1)C1C=CC=CC=1>C(O)=O>[NH2:20][C:21]1[S:22][CH:23]=[C:24]([C:26](=[N:55][O:56][CH3:57])[C:27]([NH:29][C@@H:30]2[C:37](=[O:38])[N:36]3[C@@H:31]2[CH2:32][S:33][C:34](/[CH:46]=[CH:47]/[CH2:48][N:49]2[CH:53]=[CH:52][N:51]=[C:50]2[CH3:54])=[C:35]3[C:39]([OH:41])=[O:40])=[O:28])[N:25]=1. Procedure: 80.5 mg of the product of Step A and 1 ml of 66% formic acid were heated for 3 hours at 60°-65° C. and then was evaporated to dryness under reduced pressure. The residue was taken up twice consecutively with 5 ml of water, then evaporated to dryness. The residue was taken up in 7 ml of ether, stirred for half-an-hour, then separated to obtain 41.5 mg of syn isomer of (6S,7S) 7-[2-(2-aminothiazol-4-yl)-2-methoxyimino-acetamido]-3-[3-(2-methyl-1H-imidazol-1-yl)1-(E)-propenyl]-8-oxo-4-thia-1-azabic... Starting materials: Cl, CC(CCN)c1ccc(-c2ccc(F)cc2)cc1. The product is C=CC(C)c1ccc(-c2ccc(F)cc2)cc1. RXN SMILES: [ClH:19].[F:1][c:2]1[cH:3][cH:4][c:5](-[c:8]2[cH:9][cH:10][c:11]([CH:14]([CH2:15][CH2:16][NH2:17])[CH3:18])[cH:12][cH:13]2)[cH:6][cH:7]1>>[F:1][c:2]1[cH:3][cH:4][c:5](-[c:8]2[cH:9][cH:10][c:11]([CH:14]([CH:15]=[CH2:16])[CH3:18])[cH:12][cH:13]2)[cH:6][cH:7]1. Starting materials: C1(=CC=CC=C1)CCCCOC(=O)N1CC2=C(CC1)OC=C2 (5-(4-phenylbutoxycarbonyl)-4,5,6,7-tetrahydrofuro[3,2-c]pyridine), CNC (dimethylamine), C=O (formaldehyde). Solvent: C(C)(=O)O (acetic acid). Conditions: temperature 100 celsius, time 15 minute. The product is CN(C)CC1=CC=2CN(CCC2O1)C(=O)OCCCCC1=CC=CC=C1 (N,N-dimethyl-[5-(4-phenylbutoxycarbonyl)-4,5,6,7-tetrahydrofuro[3,2-c]pyridin-2-ylmethyl]amine). RXN SMILES: [C:1]1([CH2:7][CH2:8][CH2:9][CH2:10][O:11][C:12]([N:14]2[CH2:19][CH2:18][C:17]3[O:20][CH:21]=[CH:22][C:16]=3[CH2:15]2)=[O:13])[CH:6]=[CH:5][CH:4]=[CH:3][CH:2]=1.[CH3:23][NH:24][CH3:25].[CH2:26]=O>C(O)(=O)C>[CH3:23][N:24]([CH2:26][C:21]1[O:20][C:17]2[CH2:18][CH2:19][N:14]([C:12]([O:11][CH2:10][CH2:9][CH2:8][CH2:7][C:1]3[CH:2]=[CH:3][CH:4]=[CH:5][CH:6]=3)=[O:13])[CH2:15][C:16]=2[CH:22]=1)[CH3:25]. Procedure: To a solution of 0.218 g (about 0.728 mmol) of the above 5-(4-phenylbutoxycarbonyl)-4,5,6,7-tetrahydrofuro[3,2-c]pyridine in 20 ml of acetic acid, 0.08 g (0.9 mmol) of 50% aqueous dimethylamine and 0.07 g (0.9 mmol) of 37% aqueous formaldehyde were added, followed by stirring at 100° C. for 15 minutes. After the solvent was distilled off under reduced pressure, the residual solution was alkalified with aqueous sodium hydroxide and extracted with dichloromethane 3 times. The combined organic laye... The reactants are C(C)(C)(C)OC(=O)NC(C(=O)C=1C=NC=CC1)CC (2-(t-butoxycarbonylamino)-1-(3-pyridyl)-1-butanone), Cl (hydrochloric acid). The solvent is C(C)O (ethanol). Yields the product Cl.Cl.NC(C(=O)C=1C=NC=CC1)CC (2-amino-1-(3-pyridyl)-1-butanone dihydrochloride). Reaction SMILES: C(OC([NH:8][CH:9]([CH2:18][CH3:19])[C:10]([C:12]1[CH:13]=[N:14][CH:15]=[CH:16][CH:17]=1)=[O:11])=O)(C)(C)C.[ClH:20]>C(O)C>[ClH:20].[ClH:20].[NH2:8][CH:9]([CH2:18][CH3:19])[C:10]([C:12]1[CH:13]=[N:14][CH:15]=[CH:16][CH:17]=1)=[O:11] |f:3.4.5|. Procedure details: A mixture of 2-(t-butoxycarbonylamino)-1-(3-pyridyl)-1-butanone (20.50 g) and 6N hydrochloric acid (38.8 ml) in ethanol (100 ml) was refluxed for one hour. After cooling, the reaction mixture was concentrated under reduced pressure and the resulting residue was triturated with ethanol-ethylacetate (1:1) to obtain 2-amino-1-(3-pyridyl)-1-butanone dihydrochloride (13.40 g) as pale reddish purple crystalline powder.